This data is from the Open Reaction Database (ORD), a public repository of structured organic reaction records. The task is: describe an organic reaction: reactants, conditions, products, and yield Reactants: CC(=O)O, Cc1nc(C(=O)Cl)cs1, Cl, O=C1N(c2ccc(OC(F)(F)F)cc2)CCC12CCNCC2. The product is Cc1nc(C(=O)N2CCC3(CC2)CCN(c2ccc(OC(F)(F)F)cc2)C3=O)cs1. Reaction SMILES: [C:1]([OH:2])(=[O:3])[CH3:4].[CH3:27][c:28]1[s:29][cH:30][c:31]([C:33](=[O:34])[Cl:35])[n:32]1.[ClH:36].[F:5][C:6]([O:7][c:8]1[cH:9][cH:10][c:11]([N:14]2[C:15](=[O:24])[C:16]3([CH2:17][CH2:18]2)[CH2:19][CH2:20][NH:21][CH2:22][CH2:23]3)[cH:12][cH:13]1)([F:25])[F:26]>>[F:5][C:6]([O:7][c:8]1[cH:9][cH:10][c:11]([N:14]2[C:15](=[O:24])[C:16]3([CH2:17][CH2:18]2)[CH2:19][CH2:20][N:21]([C:33]([c:31]2[cH:30][s:29][c:28]([CH3:27])[n:32]2)=[O:34])[CH2:22][CH2:23]3)[cH:12][cH:13]1)([F:25])[F:26]. The reactants are CC(C)Oc1cc(Br)cnc1CO, [H-], CI, [Na+], CN(C)C=O. Yields the product COCc1ncc(Br)cc1OC(C)C. Reaction SMILES: [Br:1][c:2]1[cH:3][c:4]([O:10][CH:11]([CH3:12])[CH3:13])[c:5]([CH2:8][OH:9])[n:6][cH:7]1.[H-:15].[I:16][CH3:17].[Na+:14].[O:18]=[CH:19][N:20]([CH3:21])[CH3:22]>>[Br:1][c:2]1[cH:3][c:4]([O:10][CH:11]([CH3:12])[CH3:13])[c:5]([CH2:8][O:9][CH3:17])[n:6][cH:7]1. The reactants are [OH-].[K+] (potassium hydroxide), BrCCCCCCO (6-bromohexanol), OC1=CC=C(C=C1)C1=CC=C(C=C1)[N+](=O)[O-] (4-hydroxy-4'-nitrobiphenyl), C(C)O (ethanol). Run in O (water). The product is OCCCCCCOC1=CC=C(C=C1)C1=CC=C(C=C1)[N+](=O)[O-] (4-(6-hydroxyhexyloxy)-4'-nitrobiphenyl). Isolated yield 65.0%. As a reaction SMILES: [OH-].[K+].[OH:3][C:4]1[CH:9]=[CH:8][C:7]([C:10]2[CH:15]=[CH:14][C:13]([N+:16]([O-:18])=[O:17])=[CH:12][CH:11]=2)=[CH:6][CH:5]=1.C(O)C.Br[CH2:23][CH2:24][CH2:25][CH2:26][CH2:27][CH2:28][OH:29]>O>[OH:29][CH2:28][CH2:27][CH2:26][CH2:25][CH2:24][CH2:23][O:3][C:4]1[CH:5]=[CH:6][C:7]([C:10]2[CH:15]=[CH:14][C:13]([N+:16]([O-:18])=[O:17])=[CH:12][CH:11]=2)=[CH:8][CH:9]=1 |f:0.1|. Reported procedure: A solution of 71 g potassium hydroxide in 300 ml water is dripped under reflux, into a mixture of 215 g 4-hydroxy-4'-nitrobiphenyl (see Example 3) and 4000 ml ethanol. Then, 217 g 6-bromohexanol is added, subsequently, the mixture is heated under reflux for 15 h. After cooling, the solvent is removed in a vacuum and the residue is slurried up with water dried. The raw product is filtered off, washed neutral with water and recrystallized from ethanol (melting point: 119° C.); yield: 65%. Reactants: Brc1cccc2[nH]ccc12, [H-], [Na+], CN(C)C=O, O=S(=O)(Cl)c1ccccc1. The product is O=S(=O)(c1ccccc1)n1ccc2c(Br)cccc21. As a reaction SMILES: [Br:1][c:2]1[c:3]2[cH:4][cH:5][nH:6][c:7]2[cH:8][cH:9][cH:10]1.[H-:11].[Na+:12].[O:23]=[CH:24][N:25]([CH3:26])[CH3:27].[c:13]1([S:19](=[O:20])(=[O:21])[Cl:22])[cH:14][cH:15][cH:16][cH:17][cH:18]1>>[Br:1][c:2]1[c:3]2[cH:4][cH:5][n:6]([S:19]([c:13]3[cH:14][cH:15][cH:16][cH:17][cH:18]3)(=[O:20])=[O:21])[c:7]2[cH:8][cH:9][cH:10]1.